From a dataset of the Open Reaction Database (ORD), a public repository of structured organic reaction records. describe an organic reaction: reactants, conditions, products, and yield The reactants are CN(C)CCO, CCCCCCCCCCCCCC(=O)O, Cc1ccccc1, Cc1ccc(S(=O)(=O)O)cc1. Product: CCCCCCCCCCCCCC(=O)OCCN(C)C. Reaction SMILES: [CH3:17][N:18]([CH2:19][CH2:20][OH:21])[CH3:22].[CH3:1][CH2:2][CH2:3][CH2:4][CH2:5][CH2:6][CH2:7][CH2:8][CH2:9][CH2:10][CH2:11][CH2:12][CH2:13][C:14]([OH:15])=[O:16].[CH3:34][c:35]1[cH:36][cH:37][cH:38][cH:39][cH:40]1.[c:23]1([CH3:24])[cH:25][cH:26][c:27]([S:28]([OH:29])(=[O:30])=[O:31])[cH:32][cH:33]1>>[CH3:1][CH2:2][CH2:3][CH2:4][CH2:5][CH2:6][CH2:7][CH2:8][CH2:9][CH2:10][CH2:11][CH2:12][CH2:13][C:14]([O:15][CH2:20][CH2:19][N:18]([CH3:17])[CH3:22])=[O:16]. Reactants: [H][H] (hydrogen), block copolymer, product, CCCCCCCC(=O)[O-].CCCCCCCC(=O)[O-].[Ni+2].C1=CCCCC1.C(C)[Al](CC)CC (nickel octoate cyclohexene triethyl aluminum), CCCCCC (hexane). Reagents/catalysts: [Ni] (Ni). Reaction conditions: temperature 130 fahrenheit. The product is C(CCC)C1=C(C(=CC=C1C)O)CCCC (dibutyl-p-cresol). As a reaction SMILES: [CH3:1][CH2:2][CH2:3][CH2:4][CH2:5][CH3:6].[H][H].CCC[CH2:12][CH2:13][CH2:14][CH2:15][C:16]([O-:18])=O.[CH3:19][CH2:20][CH2:21][CH2:22]CCCC([O-])=O.[Ni+2].C1CCCCC=1.C([Al](CC)CC)C>[Ni]>[CH2:3]([C:2]1[C:13]([CH3:12])=[CH:14][CH:15]=[C:16]([OH:18])[C:1]=1[CH2:19][CH2:20][CH2:21][CH3:22])[CH2:4][CH2:5][CH3:6] |f:2.3.4.5.6|. Procedure details: Five gallons of the block copolymer cement product from Example VI containing about 2500 gms. of polymer is charged to a hydrogenation reactor together with an additional 40 lbs. of dry hexane. The reactor is flushed 6 times by pressuring to 50 psig with hydrogen and then releasing the pressure to about 5 psig. Then the hydrogenation catalyst is added which comprises 25 millimoles of Ni in nickel octoate-cyclohexene-triethyl aluminum in proportions of 1/1/3 respectively. The temperature is raise... The reactants are C(C1=CC=CC=C1)N1CC(OCC1)C1=CC=C(C=C1)O (4-(4-benzyl-morpholin-2-yl)-phenol), [OH-].[K+] (KOH), BrCCCCCC (1-bromohexane). Reagents/catalysts: [Br-].C(CCC)[N+](CCCC)(CCCC)CCCC (tetrabutylammonium bromide). The solvent is O (water), O1CCOCC1 (1,4-dioxane). The product is C(C1=CC=CC=C1)N1CC(OCC1)C1=CC=C(C=C1)OCCCCCC (4-benzyl-2-(4-hexyloxy-phenyl)-morpholine). The yield is 75.0%. RXN SMILES: [CH2:1]([N:8]1[CH2:13][CH2:12][O:11][CH:10]([C:14]2[CH:19]=[CH:18][C:17]([OH:20])=[CH:16][CH:15]=2)[CH2:9]1)[C:2]1[CH:7]=[CH:6][CH:5]=[CH:4][CH:3]=1.[OH-].[K+].Br[CH2:24][CH2:25][CH2:26][CH2:27][CH2:28][CH3:29]>O.O1CCOCC1.[Br-].C([N+](CCCC)(CCCC)CCCC)CCC>[CH2:1]([N:8]1[CH2:13][CH2:12][O:11][CH:10]([C:14]2[CH:15]=[CH:16][C:17]([O:20][CH2:24][CH2:25][CH2:26][CH2:27][CH2:28][CH3:29])=[CH:18][CH:19]=2)[CH2:9]1)[C:2]1[CH:3]=[CH:4][CH:5]=[CH:6][CH:7]=1 |f:1.2,6.7|. Procedure details: To a mixture of 4-(4-benzyl-morpholin-2-yl)-phenol (1.33 g; 4.94 mmol) in water (10 mL) and 1,4-dioxane (10 mL) was added KOH (0.55 g; 9.88 mmol), 1-bromohexane (1.04 mL; 7.41 mmol) and tetrabutylammonium bromide (0.16 g; 0.49 mmol), the resulting mixture was heated under reflux overnight. After cooling to RT the mixture was concentrated in vacuo, and partitioned between EtOAc and 5% aqueous NaHCO3solution. The organic layer was dried (Na2SO4), filtered, and concentrated in vacuo. The residue wa... Starting materials: CC(C)(C)OC(=O)CBr, O=C1Nc2ccccc2CCC1NC(CCc1ccccc1)C(=O)OCc1ccccc1, CC(C)(C)[O-], [K+], C1CCOC1, O. The product is CC(C)(C)OC(=O)CN1C(=O)C(NC(CCc2ccccc2)C(=O)OCc2ccccc2)CCc2ccccc21. RXN SMILES: [Br:39][CH2:40][C:41](=[O:42])[O:43][C:44]([CH3:45])([CH3:46])[CH3:47].[CH2:7]([c:8]1[cH:9][cH:10][cH:11][cH:12][cH:13]1)[O:14][C:15](=[O:16])[CH:17]([CH2:18][CH2:19][c:20]1[cH:21][cH:22][cH:23][cH:24][cH:25]1)[NH:26][CH:27]1[C:28](=[O:38])[NH:29][c:30]2[c:31]([cH:34][cH:35][cH:36][cH:37]2)[CH2:32][CH2:33]1.[CH3:1][C:2]([CH3:3])([O-:4])[CH3:5].[K+:6].[O:49]1[CH2:50][CH2:51][CH2:52][CH2:53]1.[OH2:48]>>[CH2:7]([c:8]1[cH:9][cH:10][cH:11][cH:12][cH:13]1)[O:14][C:15](=[O:16])[CH:17]([CH2:18][CH2:19][c:20]1[cH:21][cH:22][cH:23][cH:24][cH:25]1)[NH:26][CH:27]1[C:28](=[O:38])[N:29]([CH2:40][C:41](=[O:42])[O:43][C:44]([CH3:45])([CH3:46])[CH3:47])[c:30]2[c:31]([cH:34][cH:35][cH:36][cH:37]2)[CH2:32][CH2:33]1. The reactants are C1CCOC1, CCOCC, CC1(C)CCc2c(csc2C(=O)O)C1, [Li]C. Product: CC(=O)c1scc2c1CCC(C)(C)C2. RXN SMILES: [CH2:20]1[O:21][CH2:22][CH2:23][CH2:24]1.[CH3:15][CH2:16][O:17][CH2:18][CH3:19].[CH3:1][C:2]1([CH3:14])[CH2:3][c:4]2[c:5]([c:6]([C:9](=[O:10])[OH:11])[s:7][cH:8]2)[CH2:12][CH2:13]1.[Li:25][CH3:26]>>[CH3:1][C:2]1([CH3:14])[CH2:3][c:4]2[c:5]([c:6]([C:9](=[O:11])[CH3:15])[s:7][cH:8]2)[CH2:12][CH2:13]1.